From a dataset of the Open Reaction Database (ORD), a public repository of structured organic reaction records. describe an organic reaction: reactants, conditions, products, and yield Starting materials: C(CCC)[Li] (butyllithium), C1(=CC=CC=C1)C=1C=CC=C2C=CCC12 (7-Phenylindene), O=O (O2), H2O-, O=O (O2), C[Si](Cl)(Cl)C (dimethyldichlorosilane). The solvent is C1(=CC=CC=C1)C (toluene). Conditions: temperature 80 celsius. The product is C[Si](C1C=CC2=C(C=CC=C12)C1=CC=CC=C1)(C1C=CC2=C(C=CC=C12)C1=CC=CC=C1)C (Dimethylbis(4-phenylindenyl)silane). Isolated yield 62.0%. RXN SMILES: [CH2:1]([Li])[CH2:2][CH2:3][CH3:4].[C:6]1([C:12]2[CH:13]=[CH:14][CH:15]=[C:16]3[C:20]=2[CH2:19][CH:18]=[CH:17]3)[CH:11]=[CH:10][CH:9]=[CH:8][CH:7]=1.O=O.[CH3:23][Si:24]([CH3:27])(Cl)Cl>C1(C)C=CC=CC=1>[CH3:23][Si:24]([CH3:27])([CH:17]1[C:16]2[C:20](=[C:12]([C:6]3[CH:11]=[CH:10][CH:9]=[CH:8][CH:7]=3)[CH:13]=[CH:14][CH:15]=2)[CH:19]=[CH:18]1)[CH:1]1[C:17]2[C:4](=[C:12]([C:6]3[CH:11]=[CH:10][CH:9]=[CH:8][CH:7]=3)[CH:20]=[CH:19][CH:18]=2)[CH:3]=[CH:2]1. Procedure details: 18.7 cm3 (50 mmol) of a 20% strength solution of butyllithium in toluene were added at room temperature to a solution of 10 g (50 mmol) of 10 in 100 cm3 of H2)- and O2-free toluene and 5 ml of H2O- and O2-free THF, and the mixture was heated at 80° C. for 2 hours. The yellow suspension was subsequently cooled to 0° C. and 3.2 g (25 mmol) of dimethyldichlorosilane were added. The reaction mixture was heated at 80° C. for a further 1 hour and subsequently washed with 50 cm3 of H2O. The solvent was... Reactants: C1(=CC=CC=C1)C1(CCNCC1)C=1N=NN(N1)CCCC1=CC=CC=C1 (5-(4-phenylpiperidine-4-yl)-2-(3-phenylproyl)-2H-tetrazole), C(=O)(C(F)(F)F)O.C(Cl)Cl (TFA CH2Cl2). The product is FC(C(=O)O)(F)F.C1(=CC=CC=C1)C1(CCNCC1)C=1N=NN(N1)CCCC1=CC=CC=C1 (5-(4-Phenylpiperidine-4-yl)-2-(3-phenylpropyl)-2H-tetrazole trifluoroacetate). Reaction SMILES: [C:1]1([C:7]2([C:13]3[N:14]=[N:15][N:16]([CH2:18][CH2:19][CH2:20][C:21]4[CH:26]=[CH:25][CH:24]=[CH:23][CH:22]=4)[N:17]=3)[CH2:12][CH2:11][NH:10][CH2:9][CH2:8]2)[CH:6]=[CH:5][CH:4]=[CH:3][CH:2]=1.[C:27]([OH:33])([C:29]([F:32])([F:31])[F:30])=[O:28].C(Cl)Cl>>[F:30][C:29]([F:32])([F:31])[C:27]([OH:33])=[O:28].[C:1]1([C:7]2([C:13]3[N:14]=[N:15][N:16]([CH2:18][CH2:19][CH2:20][C:21]4[CH:22]=[CH:23][CH:24]=[CH:25][CH:26]=4)[N:17]=3)[CH2:12][CH2:11][NH:10][CH2:9][CH2:8]2)[CH:2]=[CH:3][CH:4]=[CH:5][CH:6]=1 |f:1.2,3.4|. Procedure: The resin 15 (0.075 mmol) is treated with 10%, TFA/CH2Cl2 (2.5 mL) at room temperature for 4.5 hours and filtered. The resin is rinsed with CH2Cl2 (2×3 mL), MeOH (2×3 mL), and the combined filtrates are evaporated and dried to afford 16. Starting materials: [H-].[Al+3].[Li+].[H-].[H-].[H-] (lithium aluminium hydride), COC(C1=CC(=CC=C1)Br)OC (3-bromobenzaldehyde dimethyl acetal), C[Si](C)(C)C#N (trimethylsilyl cyanide). The reagents and catalysts are [I-].[Zn+2].[I-] (zinc iodide). Solvent: C(C)#N (acetonitrile). The product is 1-Methoxy-1-(3-bromophenyl)acetonitrile, COC(CN)C1=CC(=CC=C1)Br (2-Methoxy-2-(3-bromophenyl)ethanamine). As a reaction SMILES: CO[CH:3]([O:11][CH3:12])[C:4]1[CH:9]=[CH:8][CH:7]=[C:6]([Br:10])[CH:5]=1.C[Si]([C:17]#[N:18])(C)C.[H-].[Al+3].[Li+].[H-].[H-].[H-]>[I-].[Zn+2].[I-].C(#N)C>[CH3:12][O:11][CH:3]([C:4]1[CH:9]=[CH:8][CH:7]=[C:6]([Br:10])[CH:5]=1)[CH2:17][NH2:18] |f:2.3.4.5.6.7,8.9.10|. Reported procedure: 1-Methoxy-1-(3-bromophenyl)acetonitrile was prepared from 3-bromobenzaldehyde dimethyl acetal and trimethylsilyl cyanide, using zinc iodide as catalyst, by an analogous procedure to that described in Example X1. Reduction of the acetonitrile with lithium aluminium hydride by an analogous procedure to that described in Example X2 gave the title compound. The reactants are BrC=1C=C2C(=NC1)NC(=N2)C2=CC=C(C=C2)OCCCCl (6-bromo-2-[4-(3-chloropropoxy)phenyl]-3H-imidazo[4,5-b]pyridine), [I-].[Li+] (lithium iodide), N1CCOCC1 (morpholine). Run in CN(C)C=O (DMF), C(Cl)Cl.CO.N (methylene chloride methanol ammonia). Product: BrC=1C=C2C(=NC1)NC(=N2)C2=CC=C(C=C2)OCCCN2CCOCC2 (6-Bromo-2-[4-(3-morpholin-4-ylpropoxy)phenyl]-3H-imidazo[4,5-b]pyridine). As a reaction SMILES: [Br:1][C:2]1[CH:3]=[C:4]2[N:10]=[C:9]([C:11]3[CH:16]=[CH:15][C:14]([O:17][CH2:18][CH2:19][CH2:20]Cl)=[CH:13][CH:12]=3)[NH:8][C:5]2=[N:6][CH:7]=1.[I-].[Li+].[NH:24]1[CH2:29][CH2:28][O:27][CH2:26][CH2:25]1>CN(C=O)C.C(Cl)Cl.CO.N>[Br:1][C:2]1[CH:3]=[C:4]2[N:10]=[C:9]([C:11]3[CH:16]=[CH:15][C:14]([O:17][CH2:18][CH2:19][CH2:20][N:24]4[CH2:29][CH2:28][O:27][CH2:26][CH2:25]4)=[CH:13][CH:12]=3)[NH:8][C:5]2=[N:6][CH:7]=1 |f:1.2,5.6.7|. Procedure: A solution of 6-bromo-2-[4-(3-chloropropoxy)phenyl]-3H-imidazo[4,5-b]pyridine (50 mg, 0.14 mmol), lithium iodide (20 mg, 0.15 mmol) and morpholine (0.1 ml, 1.15 mmol) in DMF (5 ml) was heated at 100° C. for 6 h. Column chromatography on silica using methylene chloride/methanol/ammonia as eluent afforded the title compound in almost quantitative yield. Starting materials: CC(=O)[O-], CCO, CC(=O)O, COc1cc(C(=O)CCl)ccc1O, [K+]. Yields the product COc1cc(C(=O)COC(C)=O)ccc1O. As a reaction SMILES: [CH3:15][C:16]([O-:17])=[O:18].[CH3:19][CH2:20][OH:21].[CH3:22][C:23](=[O:24])[OH:25].[Cl:1][CH2:2][C:3](=[O:4])[c:5]1[cH:6][c:7]([O:12][CH3:13])[c:8]([OH:11])[cH:9][cH:10]1.[K+:14]>>[CH2:2]([C:3](=[O:4])[c:5]1[cH:6][c:7]([O:12][CH3:13])[c:8]([OH:11])[cH:9][cH:10]1)[O:18][C:16]([CH3:15])=[O:17]. The reactants are ice water, [Na] (sodium), N1N=NC=C1 (triazole), BrC(C(S(=O)(=O)C1=CC=CC=C1)C1=C(C=C(C=C1)Cl)Cl)C(C(C)(C)C)=O (2-bromo-1-(2,4-dichlorophenyl)-4,4-dimethyl-1-phenylsulfonylpentan-3-one). Solvent: C(C)#N (acetonitrile). Product: ClC1=C(C=CC(=C1)Cl)C(=CC(C(C)(C)C)=O)S(=O)(=O)C1=CC=CC=C1 (1-(2,4-dichlorophenyl)-4,4-dimethyl-1-phenylsulfonyl-1-penten-3-one). Isolated yield 94.9%. RXN SMILES: [Na].N1C=CN=N1.Br[CH:8]([C:27](=[O:32])[C:28]([CH3:31])([CH3:30])[CH3:29])[CH:9]([C:19]1[CH:24]=[CH:23][C:22]([Cl:25])=[CH:21][C:20]=1[Cl:26])[S:10]([C:13]1[CH:18]=[CH:17][CH:16]=[CH:15][CH:14]=1)(=[O:12])=[O:11]>C(#N)C>[Cl:26][C:20]1[CH:21]=[C:22]([Cl:25])[CH:23]=[CH:24][C:19]=1[C:9]([S:10]([C:13]1[CH:14]=[CH:15][CH:16]=[CH:17][CH:18]=1)(=[O:12])=[O:11])=[CH:8][C:27](=[O:32])[C:28]([CH3:31])([CH3:30])[CH3:29] |^1:0|. Reported procedure: Sodium ethylate was prepared by dissolving 2.3 g of metallic sodium in 100 ml of 99% ethanol, which was then mixed with 6.9 g of triazole and stirred for 30 minutes. The mixture was evaporated to dryness under reduced pressure to give sodium salt of triazole. Thus prepared sodium salt of triazole (0.91 g) was added to a solution of 2-bromo-1-(2,4-dichlorophenyl)-4,4-dimethyl-1-phenylsulfonylpentan-3-one (4.78 g) in acetonitrile (50 ml), and refluxed for 1 hour. After cooling, the mixture was add... Reactants: COC(CC(C)CCCC(C)(C)Cl)OC, NC(N)=S, NCCNCCNCCNCCN, OCCOCCOCCO. Yields the product COC(CC(C)CCCC(C)(C)S)OC. RXN SMILES: [CH3:15][O:16][CH:17]([CH2:18][CH:19]([CH2:20][CH2:21][CH2:22][C:23]([CH3:24])([CH3:25])[Cl:26])[CH3:27])[O:28][CH3:29].[NH2:11][C:12]([NH2:13])=[S:14].[NH2:30][CH2:31][CH2:32][NH:33][CH2:34][CH2:35][NH:36][CH2:37][CH2:38][NH:39][CH2:40][CH2:41][NH2:42].[OH:1][CH2:2][CH2:3][O:4][CH2:5][CH2:6][O:7][CH2:8][CH2:9][OH:10]>>[SH:14][C:23]([CH2:22][CH2:21][CH2:20][CH:19]([CH2:18][CH:17]([O:16][CH3:15])[O:28][CH3:29])[CH3:27])([CH3:24])[CH3:25]. Reactants: IC (iodomethane), C(C)(C)(C)OC(=O)N1CC(CC1)CNC=1SC2=C(N1)C=CC(=C2)[N+](=O)[O-] (3-[(6-nitro-benzothiazol-2-ylamino)-methyl]-pyrrolidine-1-carboxylic acid tert-butyl ester), [H-].[Na+] (NaH), oil, C(C)(=O)OCC (ethyl acetate). Run in CN(C)C=O (DMF). Run at temperature 5 celsius, time 5 minute. The product is C(C)(C)(C)OC(=O)N1CC(CC1)CN(CC)C=1SC2=C(N1)C=CC(=C2)[N+](=O)[O-] (3-{[Methyl-(6-nitro-benzothiazol-2-yl)-methyl-amino]-methyl}-pyrrolidine-1-carboxylic Acid Tert-Butyl Ester). Isolated yield 34.0%. As a reaction SMILES: [C:1]([O:5][C:6]([N:8]1[CH2:12][CH2:11][CH:10]([CH2:13][NH:14][C:15]2[S:16][C:17]3[CH:23]=[C:22]([N+:24]([O-:26])=[O:25])[CH:21]=[CH:20][C:18]=3[N:19]=2)[CH2:9]1)=[O:7])([CH3:4])([CH3:3])[CH3:2].[H-].[Na+].IC.[C:31](OCC)(=O)[CH3:32]>CN(C=O)C>[C:1]([O:5][C:6]([N:8]1[CH2:12][CH2:11][CH:10]([CH2:13][N:14]([C:15]2[S:16][C:17]3[CH:23]=[C:22]([N+:24]([O-:26])=[O:25])[CH:21]=[CH:20][C:18]=3[N:19]=2)[CH2:31][CH3:32])[CH2:9]1)=[O:7])([CH3:4])([CH3:2])[CH3:3] |f:1.2|. Reported procedure: Dissolve 3-[(6-nitro-benzothiazol-2-ylamino)-methyl]-pyrrolidine-1-carboxylic acid tert-butyl ester (5.55 g, 14.7 mmol) in DMF (30 mL) and cool to 5° C. Add 60% NaH in mineral oil (1.12 g, 16.13 mmol) and stir for 5 min. Add iodomethane (6.0 mL, 74 mmol) and stir at 5° C. for 30 min. Quench the reaction with water and dilute with ethyl acetate. Wash the organic layer with water (5×20 mL), then wash with brine. Collect the organic layer, dry over Na2SO4, filter, and concentrate in vacuo. Chromato... Reactants: ClC1=CC=C(C=C1)CCN (2-(4-chlorophenyl)ethylamine), CN1C(C=CC=2C(CCCC12)=O)=O (5,6,7,8-tetrahydro-1-methyl-5-oxo-2(1H)-quinolinone), C1(=CC=C(C=C1)S(=O)(=O)O)C (para-toluenesulfonic acid). Solvent: C1(=CC=CC=C1)C (toluene). Run at time 40 hour. The product is ClC1=CC=C(C=C1)CCNC1C=2C=CC(N(C2CCC1)C)=O (5-[[2-(4-Chlorophenyl)ethyl]amino]-5,6,7,8-tetrahydro-1-methyl-2(1H)-quinolinone). Isolated yield 66.6%. As a reaction SMILES: [Cl:1][C:2]1[CH:7]=[CH:6][C:5]([CH2:8][CH2:9][NH2:10])=[CH:4][CH:3]=1.[CH3:11][N:12]1[C:21]2[CH2:20][CH2:19][CH2:18][C:17](=O)[C:16]=2[CH:15]=[CH:14][C:13]1=[O:23].C1(C)C=CC(S(O)(=O)=O)=CC=1>C1(C)C=CC=CC=1>[Cl:1][C:2]1[CH:7]=[CH:6][C:5]([CH2:8][CH2:9][NH:10][CH:17]2[CH2:18][CH2:19][CH2:20][C:21]3[N:12]([CH3:11])[C:13](=[O:23])[CH:14]=[CH:15][C:16]2=3)=[CH:4][CH:3]=1. Procedure: A mixture of 2-(4-chlorophenyl)ethylamine (5.8 g), 5,6,7,8-tetrahydro-1-methyl-5-oxo-2(1H)-quinolinone (5.5 g), and a catalytic amount of para-toluenesulfonic acid was heated in refluxing toluene (90 ml), with azeotropic removal of water, for 40 hrs. The solution was cooled and concentrated in vacuo. Sodium borohydride (1.1 g) was added to a solution of the residue in ethyl alcohol (90 ml), and the mixture was stirred at room temperature for 2 hrs. The mixture was concentrated in vacuo, the resi...